This data is from the Open Reaction Database (ORD), a public repository of structured organic reaction records. The task is: describe an organic reaction: reactants, conditions, products, and yield The reactants are FC(C1=CC=C(N)C=C1)(F)F (4-trifluoromethylaniline), CC(=O)C (acetone), C(C)(=O)O[BH-](OC(C)=O)OC(C)=O.[Na+] (sodium triacetoxyborohydride). The reagents and catalysts are C(C)(=O)O (acetic acid). Run in ClCCCl (1,2-dichloroethane). Run at time 72 hour. The product is FC(C1=CC=C(C=C1)NC(C)C)(F)F ((4-trifluoromethyl-phenyl)-isopropyl amine). Isolated yield 100.2%. As a reaction SMILES: [F:1][C:2]([F:11])([F:10])[C:3]1[CH:9]=[CH:8][C:6]([NH2:7])=[CH:5][CH:4]=1.[CH3:12][C:13]([CH3:15])=O.C(O[BH-](OC(=O)C)OC(=O)C)(=O)C.[Na+]>ClCCCl.C(O)(=O)C>[F:1][C:2]([F:10])([F:11])[C:3]1[CH:9]=[CH:8][C:6]([NH:7][CH:13]([CH3:15])[CH3:12])=[CH:5][CH:4]=1 |f:2.3|. Reported procedure: To a stirring solution of 8.0 g (49.6 mmol) of 4-trifluoromethylaniline in 80 mL of 1,2-dichloroethane at RT is added 4.0 mL (54.6 mmol, 1.1 equiv) of acetone, 5 drops of glacial acetic acid, and 13.7 g (64.5 mmol, 1.3 equiv) of sodium triacetoxyborohydride. The solution is stirred at RT for 72 h, cooled to 0° C., and then quenched by addition of H2O (200 mL). The organic layer is separated, washed with brine (1×200 mL), dried (MgSO4) and the solvents removed in vacuo to afford 10.1 g of crude (...